This data is from the Open Reaction Database (ORD), a public repository of structured organic reaction records. The task is: describe an organic reaction: reactants, conditions, products, and yield The product is CCC(O)c1cc(C)nc(Oc2c(C)cc(C)cc2C)c1C. RXN SMILES: [Br:1][c:2]1[c:3]([CH3:19])[c:4]([O:9][c:10]2[c:11]([CH3:18])[cH:12][c:13]([CH3:17])[cH:14][c:15]2[CH3:16])[n:5][c:6]([CH3:8])[cH:7]1.[CH2:24]1[O:25][CH2:26][CH2:27][CH2:28]1.[CH:20]([CH2:21][CH3:22])=[O:23]>>[c:2]1([CH:20]([CH2:21][CH3:22])[OH:23])[c:3]([CH3:19])[c:4]([O:9][c:10]2[c:11]([CH3:18])[cH:12][c:13]([CH3:17])[cH:14][c:15]2[CH3:16])[n:5][c:6]([CH3:8])[cH:7]1. Reactants: Cc1cc(C)c(Oc2nc(C)cc(Br)c2C)c(C)c1, C1CCOC1, CCC=O. The yield is 83.5%. Run at time 30 minute. The solvent is C(Cl)Cl (DCM). Yields the product [Si](C)(C)(C(C)(C)C)OC[C@@H]1CCC(N1)=O ((S)-5-((tert-butyldimethylsilyloxy)methyl)pyrrolidin-2-one). Procedure details: To a solution of (S)-5-(hydroxymethyl)pyrrolidin-2-one (30.0 g, 261 mmol) and imidazole (23.1 g, 340 mmol) in DCM (900 mL) was added TBS-Cl (42.9 g, 288 mmol). The reaction mixture was stirred at RT for 30 min and filtered. The filtrate was washed with water and brine, dried over Na2SO4, filtered, and concentrated under reduced pressure. The residue was purified on silica gel column using a mixture of EtOAc and hexanes to give (S)-5-((tert-butyldimethylsilyloxy)methyl)pyrrolidin-2-one (50 g, 83.... RXN SMILES: [OH:1][CH2:2][C@H:3]1[NH:7][C:6](=[O:8])[CH2:5][CH2:4]1.N1C=CN=C1.[Si:14](Cl)([C:17]([CH3:20])([CH3:19])[CH3:18])([CH3:16])[CH3:15]>C(Cl)Cl>[Si:14]([O:1][CH2:2][C@H:3]1[NH:7][C:6](=[O:8])[CH2:5][CH2:4]1)([C:17]([CH3:20])([CH3:19])[CH3:18])([CH3:16])[CH3:15]. Starting materials: OC[C@@H]1CCC(N1)=O ((S)-5-(hydroxymethyl)pyrrolidin-2-one), N1C=NC=C1 (imidazole), [Si](C)(C)(C(C)(C)C)Cl (TBS-Cl). The reactants are substituted benzyl amines, C(=O)([O-])[O-].[Cs+].[Cs+] (Cs2CO3), C12N[C@H](CCC2C1)C(=O)NC1(CC1)C1=CC=C(C(=O)OC)C=C1 (methyl 4-(1-((3R)-2-azabicyclo[4.1.0]heptane-3-carboxamido)cyclopropyl)benzoate), FC(C1=CC=C(CBr)C=C1)(F)F (4-(trifluoromethyl)-benzylbromide). Yields the product FC(C1=CC=C(CN2C3CC3CC[C@@H]2C(=O)NC2(CC2)C2=CC=C(C(=O)OC)C=C2)C=C1)(F)F (methyl 4-(1-((3R)-2-(4-(trifluoromethyl)benzyl)-2-azabicyclo[4.1.0]heptane-3-carboxamido)cyclopropyl)benzoate). Reaction SMILES: [CH:1]12[CH2:7][CH:6]1[CH2:5][CH2:4][C@H:3]([C:8]([NH:10][C:11]1([C:14]3[CH:23]=[CH:22][C:17]([C:18]([O:20][CH3:21])=[O:19])=[CH:16][CH:15]=3)[CH2:13][CH2:12]1)=[O:9])[NH:2]2.[F:24][C:25]([F:35])([F:34])[C:26]1[CH:33]=[CH:32][C:29]([CH2:30]Br)=[CH:28][CH:27]=1.C([O-])([O-])=O.[Cs+].[Cs+]>>[F:24][C:25]([F:34])([F:35])[C:26]1[CH:33]=[CH:32][C:29]([CH2:30][N:2]2[C@@H:3]([C:8]([NH:10][C:11]3([C:14]4[CH:15]=[CH:16][C:17]([C:18]([O:20][CH3:21])=[O:19])=[CH:22][CH:23]=4)[CH2:12][CH2:13]3)=[O:9])[CH2:4][CH2:5][CH:6]3[CH:1]2[CH2:7]3)=[CH:28][CH:27]=1 |f:2.3.4|. Reported procedure: The title compound (D142) (6.8 mg) was prepared according to the general procedure for substituted benzyl amines preparation starting from methyl 4-(1-((3R)-2-azabicyclo[4.1.0]heptane-3-carboxamido)cyclopropyl)benzoate (diastereoisomers mixture) (D101) (17.5 mg) and 4-(trifluoromethyl)-benzylbromide (0.01 ml). (Cs2CO3: 1.5 eq; Reaction time: 20 hrs; RT). The reactants are Cl.Cl.NC=1C=C(C=CC1)NC(CN1CCC(CC1)CC1=CC=CC=C1)=O (N-(3-Amino-phenyl)-2-(4-benzyl-piperidin-1-yl)-acetamide dihydrochloride), N1=CC=CC=C1 (pyridine), ClCCl (dichloromethane), CS(=O)(=O)Cl (methanesulfonyl chloride). Run in C(O)([O-])=O.[Na+] (sodium hydrogencarbonate). Conditions: time 10 hour. The product is Cl.Cl.C(C1=CC=CC=C1)C1CCN(CC1)CC(=O)NC1=CC(=CC=C1)NS(=O)(=O)C (2-(4-Benzyl-piperidin-1-yl)-N-(3-methanesulfonylamino-phenyl)-acetamide dihydrochloride). The yield is 73.0%. Reaction SMILES: Cl.Cl.[NH2:3][C:4]1[CH:5]=[C:6]([NH:10][C:11](=[O:26])[CH2:12][N:13]2[CH2:18][CH2:17][CH:16]([CH2:19][C:20]3[CH:25]=[CH:24][CH:23]=[CH:22][CH:21]=3)[CH2:15][CH2:14]2)[CH:7]=[CH:8][CH:9]=1.N1C=CC=CC=1.[Cl:33]CCl.[CH3:36][S:37]([Cl:40])(=[O:39])=[O:38]>C(=O)([O-])O.[Na+]>[ClH:33].[ClH:40].[CH2:19]([CH:16]1[CH2:17][CH2:18][N:13]([CH2:12][C:11]([NH:10][C:6]2[CH:7]=[CH:8][CH:9]=[C:4]([NH:3][S:37]([CH3:36])(=[O:39])=[O:38])[CH:5]=2)=[O:26])[CH2:14][CH2:15]1)[C:20]1[CH:25]=[CH:24][CH:23]=[CH:22][CH:21]=1 |f:0.1.2,6.7,8.9.10|. Procedure: To a stirred solution of 0.36 g (1 mmol) of N-(3-amino-phenyl)-2-(4-benzyl-piperidin-1-yl)-acetamide dihydrochloride (Example 175) and 0.24 ml (3 mmol) of pyridine in 10 ml of dichloromethane 0.16 ml (2 mmol) of methanesulfonyl chloride in 5 ml of dichloromethene is added dropwise below 10° C., and the reaction mixture is stirred at room temperature for 10 hours. Then 20 ml of 8% sodium hydrogencarbonate solution is added to the mixture, the organic layer is separated and the water phase is extr... Starting materials: COC(=O)CC(C)(C)c1ccc(C(=O)Nc2cc(-c3ccccc3)n3nc(C)cc3n2)cc1, CO, [Li+], [OH-]. Product: Cc1cc2nc(NC(=O)c3ccc(C(C)(C)CC(=O)O)cc3)cc(-c3ccccc3)n2n1. As a reaction SMILES: [CH3:1][C:2]([CH2:3][C:4](=[O:5])[O:6][CH3:7])([CH3:8])[c:9]1[cH:10][cH:11][c:12]([C:15]([NH:16][c:17]2[n:18][c:19]3[n:20]([c:21](-[c:23]4[cH:24][cH:25][cH:26][cH:27][cH:28]4)[cH:22]2)[n:29][c:30]([CH3:32])[cH:31]3)=[O:33])[cH:13][cH:14]1.[CH3:36][OH:37].[Li+:34].[OH-:35]>>[CH3:1][C:2]([CH2:3][C:4](=[O:5])[OH:6])([CH3:8])[c:9]1[cH:10][cH:11][c:12]([C:15]([NH:16][c:17]2[n:18][c:19]3[n:20]([c:21](-[c:23]4[cH:24][cH:25][cH:26][cH:27][cH:28]4)[cH:22]2)[n:29][c:30]([CH3:32])[cH:31]3)=[O:33])[cH:13][cH:14]1.